This data is from the Open Reaction Database (ORD), a public repository of structured organic reaction records. The task is: describe an organic reaction: reactants, conditions, products, and yield Reactants: Br, CC(=O)O, COc1ccc2c(c1)c(O)nn2Cc1ccc(Cl)c(Cl)c1, [Na+], [OH-], O. RXN SMILES: [BrH:22].[CH3:26][C:27](=[O:28])[OH:29].[Cl:1][c:2]1[cH:3][c:4]([CH2:5][n:6]2[n:7][c:8]([OH:17])[c:9]3[cH:10][c:11]([O:15][CH3:16])[cH:12][cH:13][c:14]23)[cH:18][cH:19][c:20]1[Cl:21].[Na+:25].[OH-:24].[OH2:23]>>[Cl:1][c:2]1[cH:3][c:4]([CH2:5][n:6]2[n:7][c:8]([OH:17])[c:9]3[cH:10][c:11]([OH:15])[cH:12][cH:13][c:14]23)[cH:18][cH:19][c:20]1[Cl:21]. Product: Oc1ccc2c(c1)c(O)nn2Cc1ccc(Cl)c(Cl)c1. Starting materials: C(C)OC(=O)N1CCC2=C(CC1)C=C(S2)C=O (2-Formyl-4,5,7,8-tetrahydro-thieno[2,3-d]azepine-6-carboxylic acid ethyl ester), N(=[N+]=[N-])CC(=O)OCC (ethyl azidoacetate), [O-]CC.[Na+] (sodium ethoxide). Solvent: C(C)O (ethanol), C(C)O (ethanol). Run at temperature 0 celsius. Yields the product C(C)OC(=O)N1CCC2=C(CC1)C=C(S2)C=C(C(=O)OCC)N=[N+]=[N-] (2-(2-Azido-2-ethoxycarbonyl-vinyl)-4,5,7,8-tetrahydro-thieno[2,3-d]azepine-6-carboxylic acid ethyl ester). Yield: 44.8%. Reaction SMILES: [O-]CC.[Na+].[CH2:5]([O:7][C:8]([N:10]1[CH2:16][CH2:15][C:14]2[CH:17]=[C:18]([CH:20]=O)[S:19][C:13]=2[CH2:12][CH2:11]1)=[O:9])[CH3:6].[N:22]([CH2:25][C:26]([O:28][CH2:29][CH3:30])=[O:27])=[N+:23]=[N-:24]>C(O)C>[CH2:5]([O:7][C:8]([N:10]1[CH2:16][CH2:15][C:14]2[CH:17]=[C:18]([CH:20]=[C:25]([N:22]=[N+:23]=[N-:24])[C:26]([O:28][CH2:29][CH3:30])=[O:27])[S:19][C:13]=2[CH2:12][CH2:11]1)=[O:9])[CH3:6] |f:0.1|. Procedure details: A solution of sodium ethoxide in ethanol (21 wt % in EtOH, 8 ml, 21.4 mmol) was diluted with additional ethanol (˜5 ml) and cooled to 0° C. To this solution was added the product from step (c) (4.50 g, 17.76 mmol) and ethyl azidoacetate (25% wt % in EtOH, 11 ml, 21.4 mmol). The reaction mixture was stirred and allowed to warm to RT over 16 hrs. The reaction mixture was then quenched by pouring into saturated aqueous NH4Cl. The aqueous mixture was extracted with Et2O (3×). The combined Et2O extra... The reactants are COC(N(C)C)OC (N,N-dimethylformamide dimethylacetal), COC(CC(C=CC1=CC=C(C=C1)Cl)=O)=O (5-(4-chlorophenyl)-3-oxo-4-pentenoic acid methyl ester). The solvent is C1=CC=CC=C1 (benzene). Conditions: temperature 60 celsius, time 30 minute. The product is COC(C(C(C=CC1=CC=C(C=C1)Cl)=O)=CN(C)C)=O (5-(4-chlorophenyl)-2-(dimethylaminomethylene)-3-oxo-4-pentenoic acid methyl ester). Reaction SMILES: [CH3:1][O:2][C:3](=[O:16])[CH2:4][C:5](=[O:15])[CH:6]=[CH:7][C:8]1[CH:13]=[CH:12][C:11]([Cl:14])=[CH:10][CH:9]=1.CO[CH:19](OC)[N:20]([CH3:22])[CH3:21]>C1C=CC=CC=1>[CH3:1][O:2][C:3](=[O:16])[C:4](=[CH:19][N:20]([CH3:22])[CH3:21])[C:5](=[O:15])[CH:6]=[CH:7][C:8]1[CH:9]=[CH:10][C:11]([Cl:14])=[CH:12][CH:13]=1. Reported procedure: 14.8 g. of 5-(4-chlorophenyl)-3-oxo-4-pentenoic acid methyl ester were dissolved in 100 ml. of benzene and treated with N,N-dimethylformamide dimethylacetal. The red-brown colored solution was stirred at 60° C. for 30 minutes, solvent and excess reagent were removed and there was obtained 5-(4-chlorophenyl)-2-(dimethylaminomethylene)-3-oxo-4-pentenoic acid methyl ester in the form of a red-brown oil which was further processed in this form. The reactants are COC(=O)c1ccc(S(=O)(=O)NCC(=O)OC(C)(C)C)cc1, CO, Cl, [Na+], C1COCCO1, [OH-]. The product is CC(C)(C)OC(=O)CNS(=O)(=O)c1ccc(C(=O)O)cc1. RXN SMILES: [C:1]([CH3:2])([CH3:3])([CH3:4])[O:5][C:6]([CH2:7][NH:8][S:9](=[O:10])(=[O:11])[c:12]1[cH:13][cH:14][c:15]([C:18](=[O:19])[O:20][CH3:21])[cH:16][cH:17]1)=[O:22].[CH3:26][OH:27].[ClH:25].[Na+:24].[O:28]1[CH2:29][CH2:30][O:31][CH2:32][CH2:33]1.[OH-:23]>>[C:1]([CH3:2])([CH3:3])([CH3:4])[O:5][C:6]([CH2:7][NH:8][S:9](=[O:10])(=[O:11])[c:12]1[cH:13][cH:14][c:15]([C:18](=[O:19])[OH:20])[cH:16][cH:17]1)=[O:22]. Starting materials: solution, [Al](C)(C)C.C1(=CC=CC=C1)C (Al(CH3)3 toluene), [Cl-].[NH4+] (ammonium chloride), C(C)OC(CC1=C(N(C2=CC=C(C=C12)OC)CCCCCC)C)=O (1-hexyl-5-methoxy-2-methyl-1H-indole-3-acetic acid ethyl ester), Cl (HCl). Solvent: O (water), C(C)(=O)OCC (ethyl acetate). Reaction conditions: time 0.5 hour. Yields the product C(CCCCC)N1C(=C(C2=CC(=CC=C12)OC)CC(=O)N)C (1-hexyl-5-methoxy-2-methyl-1H-indole-3-acetamide). The yield is 40.1%. RXN SMILES: [Al](C)(C)C.C1(C)C=CC=CC=1.[Cl-].[NH4+:13].C([O:16][C:17](=O)[CH2:18][C:19]1[C:27]2[C:22](=[CH:23][CH:24]=[C:25]([O:28][CH3:29])[CH:26]=2)[N:21]([CH2:30][CH2:31][CH2:32][CH2:33][CH2:34][CH3:35])[C:20]=1[CH3:36])C.Cl>C(OCC)(=O)C.O>[CH2:30]([N:21]1[C:22]2[C:27](=[CH:26][C:25]([O:28][CH3:29])=[CH:24][CH:23]=2)[C:19]([CH2:18][C:17]([NH2:13])=[O:16])=[C:20]1[CH3:36])[CH2:31][CH2:32][CH2:33][CH2:34][CH3:35] |f:0.1,2.3|. Procedure: A 2M solution of Al(CH3)3/toluene (15 mL, 0.03 mol) was added to 1.61 g (0.03 mol) of ammonium chloride while slowly keeping the temperature at 5-7° C. with an ice-water bath. The bath was removed, the mixture stirred for 0.5 hour and 1.01 g (3.05 mmol) of 1-hexyl-5-methoxy-2-methyl-1H-indole-3-acetic acid ethyl ester was added. After stirring for 16 hours, 10 mL of water was added cautiously and the mixture added to 1N HCl and a large volume of ethyl acetate. The organic layer was separated, wa... Starting materials: [Al+3], [H-], [H-], [H-], [H-], [Li+], COC(=O)c1cnc(N)cc1C, [Na+], C1CCOC1, [OH-], O. Yields the product Cc1cc(N)ncc1CO. As a reaction SMILES: [Al+3:2].[H-:1].[H-:4].[H-:5].[H-:6].[Li+:3].[NH2:7][c:8]1[n:9][cH:10][c:11]([C:15](=[O:16])[O:17][CH3:18])[c:12]([CH3:14])[cH:13]1.[Na+:21].[O:22]1[CH2:23][CH2:24][CH2:25][CH2:26]1.[OH-:20].[OH2:19]>>[NH2:7][c:8]1[n:9][cH:10][c:11]([CH2:15][OH:16])[c:12]([CH3:14])[cH:13]1. As a reaction SMILES: Cl[C:2]1[C:3]2[CH2:16][CH2:15][N:14]([C:17]3[CH:18]=[N:19][CH:20]=[CH:21][CH:22]=3)[C:4]=2[N:5]=[C:6]([N:8]2[CH2:13][CH2:12][O:11][CH2:10][CH2:9]2)[N:7]=1.CC1(C)C(C)(C)OB([C:31]2[CH:36]=[CH:35][N:34]=[CH:33][CH:32]=2)O1.B(O)O>>[N:8]1([C:6]2[N:7]=[C:2]([C:31]3[CH:36]=[CH:35][N:34]=[CH:33][CH:32]=3)[C:3]3[CH2:16][CH2:15][N:14]([C:17]4[CH:18]=[N:19][CH:20]=[CH:21][CH:22]=4)[C:4]=3[N:5]=2)[CH2:13][CH2:12][O:11][CH2:10][CH2:9]1. The product is N1(CCOCC1)C=1N=C(C2=C(N1)N(CC2)C=2C=NC=CC2)C2=CC=NC=C2 (2-Morpholin-4-yl-4-pyridin-4-yl-7-pyridin-3-yl-6,7-dihydro-5H-pyrrolo[2,3-d]pyrimidine). Procedure details: In the same manner as Example 1-B-10, using 4-chloro-2-morpholin-4-yl-7-pyridin-3-yl-6,7-dihydro-5H-pyrrolo[2,3-d]pyrimidine, and 4-(4,4,5,5-tetramethyl-1,3,2-dioxaborolan-2-yl)pyridine as a boronic acid, the desired compound was obtained. Starting materials: ClC=1C2=C(N=C(N1)N1CCOCC1)N(CC2)C=2C=NC=CC2 (4-chloro-2-morpholin-4-yl-7-pyridin-3-yl-6,7-dihydro-5H-pyrrolo[2,3-d]pyrimidine), CC1(OB(OC1(C)C)C1=CC=NC=C1)C (4-(4,4,5,5-tetramethyl-1,3,2-dioxaborolan-2-yl)pyridine), B(O)O (boronic acid). Procedure: Starting from N-(cis-4-aminocyclohexyl)-7-[5-(cyclopropylmethoxy)-1,3-benzodioxol-4-yl]-2-methyl-1H-pyrrolo[3,2-b]pyridine-3-carboxamide hydrochloride (example D.f3) and commercially available 2-chloro-2-oxoethyl acetate the title compound is obtained as colorless solid. Yields the product C1(CC1)COC1=C(C2=C(OCO2)C=C1)C1=C2C(=NC=C1)C(=C(N2)C)C(=O)N[C@@H]2CC[C@@H](CC2)NC(CO)=O (7-[5-(Cyclopropylmethoxy)-1,3-benzodioxol-4-yl]-N-[cis-4-(glycoloylamino)cyclohexyl]-2-methyl-1H-pyrrolo[3,2-b]pyridine-3-carboxamide). The reactants are Cl.N[C@H]1CC[C@H](CC1)NC(=O)C1=C(NC=2C1=NC=CC2C2=C(C=CC=1OCOC12)OCC1CC1)C (N-(cis-4-aminocyclohexyl)-7-[5-(cyclopropylmethoxy)-1,3-benzodioxol-4-yl]-2-methyl-1H-pyrrolo[3,2-b]pyridine-3-carboxamide hydrochloride), C(C)(=O)OCC(=O)Cl (2-chloro-2-oxoethyl acetate). As a reaction SMILES: Cl.[NH2:2][C@@H:3]1[CH2:8][CH2:7][C@H:6]([NH:9][C:10]([C:12]2[C:16]3=[N:17][CH:18]=[CH:19][C:20]([C:21]4[C:29]5[O:28][CH2:27][O:26][C:25]=5[CH:24]=[CH:23][C:22]=4[O:30][CH2:31][CH:32]4[CH2:34][CH2:33]4)=[C:15]3[NH:14][C:13]=2[CH3:35])=[O:11])[CH2:5][CH2:4]1.C([O:39][CH2:40][C:41](Cl)=[O:42])(=O)C>>[CH:32]1([CH2:31][O:30][C:22]2[CH:23]=[CH:24][C:25]3[O:26][CH2:27][O:28][C:29]=3[C:21]=2[C:20]2[CH:19]=[CH:18][N:17]=[C:16]3[C:12]([C:10]([NH:9][C@H:6]4[CH2:7][CH2:8][C@@H:3]([NH:2][C:40](=[O:39])[CH2:41][OH:42])[CH2:4][CH2:5]4)=[O:11])=[C:13]([CH3:35])[NH:14][C:15]=23)[CH2:33][CH2:34]1 |f:0.1|.